This data is from the Open Reaction Database (ORD), a public repository of structured organic reaction records. The task is: describe an organic reaction: reactants, conditions, products, and yield Reactants: ClC1=CC=C(C=C1)C1(CCNCC1)C1=CC=C(C=C1)B1OC(C(O1)(C)C)(C)C (4-(4-Chloro-phenyl)-4-[4-(4,4,5,5-tetramethyl-[1,3,2]dioxaborolan-2-yl)-phenyl]-piperidine), BrC=1C(=NNC1)C#N (4-bromo-1H-pyrazole-3-carbonitrile). The product is ClC1=CC=C(C=C1)C1(CCNCC1)C1=CC=C(C=C1)C=1C(=NNC1)C#N (4-{4-[4-(4-Chloro-phenyl)-piperidin-4-yl]-phenyl}-1H-pyrazole-3-carbonitrile). As a reaction SMILES: [Cl:1][C:2]1[CH:7]=[CH:6][C:5]([C:8]2([C:14]3[CH:19]=[CH:18][C:17](B4OC(C)(C)C(C)(C)O4)=[CH:16][CH:15]=3)[CH2:13][CH2:12][NH:11][CH2:10][CH2:9]2)=[CH:4][CH:3]=1.Br[C:30]1[C:31]([C:35]#[N:36])=[N:32][NH:33][CH:34]=1>>[Cl:1][C:2]1[CH:7]=[CH:6][C:5]([C:8]2([C:14]3[CH:15]=[CH:16][C:17]([C:30]4[C:31]([C:35]#[N:36])=[N:32][NH:33][CH:34]=4)=[CH:18][CH:19]=3)[CH2:13][CH2:12][NH:11][CH2:10][CH2:9]2)=[CH:4][CH:3]=1. Procedure: Following the procedure of Example 1 but using 4-(4-Chloro-phenyl)-4-[4-(4,4,5,5-tetramethyl-[1,3,2]dioxaborolan-2-yl)-phenyl]-piperidine instead of 4-(4,4,5,5-tetramethyl-1,3,2-dioxaborolan-2-yl)-1H-pyrazole and 4-bromo-1H-pyrazole-3-carbonitrile instead of 2-(4-chlorophenyl)-2-phenylethylamine hydrochloride gave the title compound. LC/MS: (PS-A2) Rt 2.22 [M+H]+ 363. 1H NMR (Me-d3-OD) δ 2.52-2.70 (4H, m), 3.10-3.20 (4H, m), 7.25 (4H, s), 7.37 (2H, d), 7.58 (2H, d), 8.02 (1H, s). The reactants are CCCCC#CCCCBr, CCOC(C)=O, CCOCC, COCOc1cc(OC)c(OCOC)cc1OC, CCCCCC, CN(C)P(=O)(N(C)C)N(C)C, [Li]C(C)CC, [I-], [Na+], C1CCOC1, c1ccccc1. The product is CCCCC#CCCCc1c(OC)c(OCOC)cc(OC)c1OCOC. RXN SMILES: [Br:24][CH2:25][CH2:26][CH2:27][C:28]#[C:29][CH2:30][CH2:31][CH2:32][CH3:33].[C:47]([O:48][CH2:49][CH3:50])(=[O:51])[CH3:52].[CH2:53]([O:54][CH2:55][CH3:56])[CH3:57].[CH3:1][O:2][c:3]1[c:4]([O:15][CH2:16][O:17][CH3:18])[cH:5][c:6]([O:13][CH3:14])[c:7]([O:9][CH2:10][O:11][CH3:12])[cH:8]1.[CH3:41][CH2:42][CH2:43][CH2:44][CH2:45][CH3:46].[CH3:64][N:65]([CH3:66])[P:67](=[O:68])([N:69]([CH3:70])[CH3:71])[N:72]([CH3:73])[CH3:74].[CH:19]([Li:20])([CH2:21][CH3:22])[CH3:23].[I-:35].[Na+:34].[O:36]1[CH2:37][CH2:38][CH2:39][CH2:40]1.[cH:58]1[cH:59][cH:60][cH:61][cH:62][cH:63]1>>[CH3:1][O:2][c:3]1[c:4]([O:15][CH2:16][O:17][CH3:18])[cH:5][c:6]([O:13][CH3:14])[c:7]([O:9][CH2:10][O:11][CH3:12])[c:8]1[CH2:25][CH2:26][CH2:27][C:28]#[C:29][CH2:30][CH2:31][CH2:32][CH3:33]. Starting materials: COCCCNC(=O)C1=NC=C(C=C1)C(=O)NCCCOC (N,N'-di-(3-methoxypropyl)pyridine-2,5-dicarboxamide), C1=CC(=CC(=C1)Cl)C(=O)OO (MCPBA). Procedure: From 1 g of N,N'-di-(3-methoxypropyl)pyridine-2,5-dicarboxamide and 1.2 g of MCPBA. The product is COCCC[NH+](C(=O)C1=NC=C(C=C1)C(=O)NCCCOC)[O-] (N,N'-Di-(3-methoxypropyl)pyridine-2,5-dicarboxamide N-oxide). As a reaction SMILES: [CH3:1][O:2][CH2:3][CH2:4][CH2:5][NH:6][C:7]([C:9]1[CH:14]=[CH:13][C:12]([C:15]([NH:17][CH2:18][CH2:19][CH2:20][O:21][CH3:22])=[O:16])=[CH:11][N:10]=1)=[O:8].C1C=C(Cl)C=C(C(OO)=[O:31])C=1>>[CH3:1][O:2][CH2:3][CH2:4][CH2:5][NH+:6]([O-:31])[C:7]([C:9]1[CH:14]=[CH:13][C:12]([C:15]([NH:17][CH2:18][CH2:19][CH2:20][O:21][CH3:22])=[O:16])=[CH:11][N:10]=1)=[O:8]. Starting materials: [N+](=O)([O-])C1=C(C=CC=C1)C1C(NC(O1)=O)=O (5-(2-Nitrophenyl)oxazolidine-2,4-dione), Cl (hydrochloric acid). Reagents/catalysts: [Fe] (iron), [Fe] (iron). The solvent is CO (methanol). Conditions: time 3 hour. Yields the product Cl.NC1=C(C=CC=C1)C1C(NC(O1)=O)=O (5-(2-Aminophenyl)oxazolidine-2,4-dione Hydrochloride). Reaction SMILES: [N+:1]([C:4]1[CH:9]=[CH:8][CH:7]=[CH:6][C:5]=1[CH:10]1[O:14][C:13](=[O:15])[NH:12][C:11]1=[O:16])([O-])=O.[ClH:17]>CO.[Fe]>[ClH:17].[NH2:1][C:4]1[CH:9]=[CH:8][CH:7]=[CH:6][C:5]=1[CH:10]1[O:14][C:13](=[O:15])[NH:12][C:11]1=[O:16] |f:4.5|. Procedure details: 5-(2-Nitrophenyl)oxazolidine-2,4-dione (5.0 g., 22.5 mmoles) was taken up in a mixture of methanol (11.5 ml.) and conc. hydrochloric acid (12.3 ml.). Powdered iron (3.77 g., 67.5 mmoles) was added over 30 minutes, during which an exothermic reaction brought the temperature to reflux and the mixture became homogeneous. The mixture was cooled to room temperature and stirred for 3 hours. Additional iron powder (1.2 g.) was added and the mixture stirred for 0.5 hour, poured into 100 ml. of water and... Starting materials: Intermediate 20, IC1=C(C=CC(=C1)S(=O)(=O)C)C (2-iodo-1-methyl-4-(methylsulfonyl)benzene), IC1=C(C=CC(=C1)S(=O)(=O)C)C (2-iodo-1-methyl-4-(methylsulfonyl)benzene), C(C)(C)(C)OC(COC1=C(C=C(C=C1)Cl)C#C)=O (tert-butyl(4-chloro-2-ethynylphenoxy)acetate), C(C)(C)(C)OC(COC1=C(C=C(C=C1)Cl)C#C)=O (tert-butyl(4-chloro-2-ethynylphenoxy)acetate). The product is C(C)(C)(C)OC(COC1=C(C=C(C=C1)Cl)C#CC1=C(C=CC(=C1)S(=O)(=O)C)C)=O (tert-butyl(4-chloro-2-{[2-methyl-5-(methylsulfonyl)phenyl]ethynyl}phenoxy)acetate). Reaction SMILES: [C:1]([O:5][C:6](=[O:18])[CH2:7][O:8][C:9]1[CH:14]=[CH:13][C:12]([Cl:15])=[CH:11][C:10]=1[C:16]#[CH:17])([CH3:4])([CH3:3])[CH3:2].I[C:20]1[CH:25]=[C:24]([S:26]([CH3:29])(=[O:28])=[O:27])[CH:23]=[CH:22][C:21]=1[CH3:30]>>[C:1]([O:5][C:6](=[O:18])[CH2:7][O:8][C:9]1[CH:14]=[CH:13][C:12]([Cl:15])=[CH:11][C:10]=1[C:16]#[C:17][C:22]1[CH:23]=[C:24]([S:26]([CH3:29])(=[O:27])=[O:28])[CH:25]=[CH:20][C:21]=1[CH3:30])([CH3:4])([CH3:3])[CH3:2]. Procedure details: Following the general method as outlined in Intermediate 20, starting from (4-chloro-2-ethynyl-phenoxy)-acetic acid tert-butyl ester (Intermediate 3) and 2-iodo-1-methyl-4-(methylsulfonyl)benzene (Intermediate 17), the title compound was obtained as a colorless oil after purification by flash column chromatography (silica), eluting with cyclohexane containing increasing amounts of EtOAc.